Dataset: the Open Reaction Database (ORD), a public repository of structured organic reaction records. Task: describe an organic reaction: reactants, conditions, products, and yield Reactants: ClCCC1=CC=C(C=C1)OC (1-(2-chloroethyl)-4-methoxybenzene), Br.Br.FC1=CC=C(C=C1)CN1C(=NC2=NC=NC(=C12)O)CC1CCNCC1 (7-[(4-fluorophenyl)methyl]-8-(4-piperidinylmethyl)-7H-purin-6-ol dihydrobromide), C([O-])([O-])=O.[Na+].[Na+] (sodium carbonate). Solvent: CN(C(C)=O)C (N,N-dimethylacetamide). Conditions: temperature 70 celsius, time 8 hour. Product: FC1=CC=C(C=C1)CN1C(=NC2=NC=NC(=C12)O)CC1CCN(CC1)CCC1=CC=C(C=C1)OC (7-[(4-fluorophenyl)methyl]-8-[[1-[2-(4-methoxyphenyl)ethyl]-4-piperidinyl]methyl]-7H-purin-6-ol). Yield: 46.0%. RXN SMILES: Cl[CH2:2][CH2:3][C:4]1[CH:9]=[CH:8][C:7]([O:10][CH3:11])=[CH:6][CH:5]=1.Br.Br.[F:14][C:15]1[CH:20]=[CH:19][C:18]([CH2:21][N:22]2[C:30]3[C:25](=[N:26][CH:27]=[N:28][C:29]=3[OH:31])[N:24]=[C:23]2[CH2:32][CH:33]2[CH2:38][CH2:37][NH:36][CH2:35][CH2:34]2)=[CH:17][CH:16]=1.C(=O)([O-])[O-].[Na+].[Na+]>CN(C)C(=O)C>[F:14][C:15]1[CH:20]=[CH:19][C:18]([CH2:21][N:22]2[C:30]3[C:25](=[N:26][CH:27]=[N:28][C:29]=3[OH:31])[N:24]=[C:23]2[CH2:32][CH:33]2[CH2:34][CH2:35][N:36]([CH2:2][CH2:3][C:4]3[CH:9]=[CH:8][C:7]([O:10][CH3:11])=[CH:6][CH:5]=3)[CH2:37][CH2:38]2)=[CH:17][CH:16]=1 |f:1.2.3,4.5.6|. Procedure: A mixture of 1.9 parts of 1-(2-chloroethyl)-4-methoxybenzene, 5 parts of 7-[(4-fluorophenyl)methyl]-8-(4-piperidinylmethyl)-7H-purin-6-ol dihydrobromide, 4 parts of sodium carbonate and 45 parts of N,N-dimethylacetamide was stirred overnight at 70° C. After cooling, the reaction mixture was filtered over diatomaceous earth and the filtrate was evaporated. The residue was purified by column chromatography over silica gel using a mixture of trichloromethane and methanol, saturated with ammonia, (9... Starting materials: O=CO, NN(Cc1ccccc1[N+](=O)[O-])c1ccccc1. Product: O=CNN(Cc1ccccc1[N+](=O)[O-])c1ccccc1. As a reaction SMILES: [CH:19](=[O:20])[OH:21].[N+:1](=[O:2])([O-:3])[c:4]1[c:5]([CH2:10][N:11]([NH2:12])[c:13]2[cH:14][cH:15][cH:16][cH:17][cH:18]2)[cH:6][cH:7][cH:8][cH:9]1>>[N+:1](=[O:2])([O-:3])[c:4]1[c:5]([CH2:10][N:11]([NH:12][CH:19]=[O:20])[c:13]2[cH:14][cH:15][cH:16][cH:17][cH:18]2)[cH:6][cH:7][cH:8][cH:9]1. Reactants: FC(C(=O)O)(F)F (Trifluoroacetic acid), C(C)(C)(C)OC(=O)N1C(C(NCC1)=O)CCSC (4-t-Butoxycarbonyl-3-[2-(methylthio)ethyl]-piperazinone). Solvent: C(C)SCC (diethyl sulfide). Yields the product CSCCC1C(NCCN1)=O (3-[2-(methylthio)ethyl]piperazinone). Reaction SMILES: FC(F)(F)C(O)=O.C(OC([N:15]1[CH2:20][CH2:19][NH:18][C:17](=[O:21])[CH:16]1[CH2:22][CH2:23][S:24][CH3:25])=O)(C)(C)C>C(SCC)C>[CH3:25][S:24][CH2:23][CH2:22][CH:16]1[NH:15][CH2:20][CH2:19][NH:18][C:17]1=[O:21]. Procedure: Trifluoroacetic acid (30 ml.) is added at 0° to a stirred solution of 4-t-butoxycarbonyl-3-[2-(methylthio)ethyl]piperazinone (XVII, Example 43, 2.6 g., 0.0095 mole) in diethyl sulfide (20 ml.). After 1 hour the solvents are removed and the residual oil is partitioned between chloroform (300 ml.) and 5N sodium hydrochloride solution (10 ml.). The chloroform is washed with water (2×10 ml.) and the chloroform is removed under reduced pressure. The residual oil is chromatographed on silica gel elute...